From a dataset of the Open Reaction Database (ORD), a public repository of structured organic reaction records. describe an organic reaction: reactants, conditions, products, and yield Starting materials: FC1=C(C(=C(C(=C1C=1OCC(N1)(C)C)F)F)F)F (2-(pentafluorophenyl)-4,4-dimethyl-2-oxazoline), C[Li] (methyl lithium). Solvent: CCOCC (ether), O (water). Run at temperature -20 celsius, time 2 hour. Yields the product FC1=C(C(=C(C(=C1F)F)F)C)C=1OCC(N1)(C)C (2-(2,3,4,5-Tetrafluoro-6-methylphenyl)-4,4-dimethyl-2-oxazoline). The yield is 99.5%. As a reaction SMILES: F[C:2]1[C:7]([C:8]2[O:9][CH2:10][C:11]([CH3:14])([CH3:13])[N:12]=2)=[C:6]([F:15])[C:5]([F:16])=[C:4]([F:17])[C:3]=1[F:18].[CH3:19][Li]>CCOCC.O>[F:15][C:6]1[C:5]([F:16])=[C:4]([F:17])[C:3]([F:18])=[C:2]([CH3:19])[C:7]=1[C:8]1[O:9][CH2:10][C:11]([CH3:14])([CH3:13])[N:12]=1. Procedure: A solution of 21.2 g (80.0 mmol) of 2-(pentafluorophenyl)-4,4-dimethyl-2-oxazoline (Bull. Chem. Soc. Jpn., 57, 225 (1984)) in 300 mL of dry ether was cooled to -20° C. under argon and treated with 60 mL of 1.6M methyl lithium (96.0 mmol). The solution was stirred at -20° C. for 2 hours, then stirred at room temperature overnight. The mixture was diluted with water, and the organic layer was dried over magnesium sulfate and concentrated to give 20.8 g of the title compound as an orange oil. The reactants are C(C(C)C)C1=CC=C(C=C1)CCCCC(=O)C1=CN(C2=CC=CC=C12)CCCC(=O)OCC (ethyl 4-[3-[5-(4-isobutylphenyl)valeryl]-1-indolyl]butyrate), C(C(C)C)C1=CC=C(C=C1)C(CCCCCCC(=O)C1=CN(C2=CC=CC=C12)CCCC(=O)OCC)CCC (ethyl 4-[3-[8-(4-isobutylphenyl)undecanoyl]-1-indolyl]butyrate). The product is C(C(C)C)C1=CC=C(C=C1)CCCCC(=O)C1=CN(C2=CC=CC=C12)CCCC(=O)O (4-[3-[5-(4-isobutylphenyl)valeryl]-1-indolyl]butyric acid). Reaction SMILES: [CH2:1]([C:5]1[CH:10]=[CH:9][C:8]([CH2:11][CH2:12][CH2:13][CH2:14][C:15]([C:17]2[C:25]3[C:20](=[CH:21][CH:22]=[CH:23][CH:24]=3)[N:19]([CH2:26][CH2:27][CH2:28][C:29]([O:31]CC)=[O:30])[CH:18]=2)=[O:16])=[CH:7][CH:6]=1)[CH:2]([CH3:4])[CH3:3].C(C1C=CC(C(CCC)CCCCCCC(C2C3C(=CC=CC=3)N(CCCC(OCC)=O)C=2)=O)=CC=1)C(C)C>>[CH2:1]([C:5]1[CH:6]=[CH:7][C:8]([CH2:11][CH2:12][CH2:13][CH2:14][C:15]([C:17]2[C:25]3[C:20](=[CH:21][CH:22]=[CH:23][CH:24]=3)[N:19]([CH2:26][CH2:27][CH2:28][C:29]([OH:31])=[O:30])[CH:18]=2)=[O:16])=[CH:9][CH:10]=1)[CH:2]([CH3:4])[CH3:3]. Procedure details: The procedure of Ex. 16 was repeated except that ethyl 4-[3-[5-(4-isobutylphenyl)valeryl]-1-indolyl]butyrate obtained in Ex. 23 was used in place of ethyl 4-[3-[8-(4-isobutylphenyl)undecanoyl]-1-indolyl]butyrate to give 4-[3-[5-(4-isobutylphenyl)valeryl]-1-indolyl]butyric acid.